Dataset: the Open Reaction Database (ORD), a public repository of structured organic reaction records. Task: describe an organic reaction: reactants, conditions, products, and yield The reactants are Cc1cc2c(cc1C)C(=O)c1c(NO)cccc1C2=O, COCCO, Cl, O, [Zn]. The product is Cc1cc2c(cc1C)C(=O)c1c(N)cccc1C2=O. RXN SMILES: [CH3:1][c:2]1[cH:3][c:4]2[c:13]([cH:14][c:15]1[CH3:16])[C:12](=[O:17])[c:11]1[c:6]([cH:7][cH:8][cH:9][c:10]1[NH:18][OH:19])[C:5]2=[O:20].[CH3:21][O:22][CH2:23][CH2:24][OH:25].[ClH:26].[OH2:28].[Zn:27]>>[CH3:1][c:2]1[cH:3][c:4]2[c:13]([cH:14][c:15]1[CH3:16])[C:12](=[O:17])[c:11]1[c:6]([cH:7][cH:8][cH:9][c:10]1[NH2:18])[C:5]2=[O:20]. Reactants: C(C)C1(CSC2=CC(=CC=C2C1CCCCCCCCC(C(=O)O)CCCCCCC(C(F)(F)F)(F)F)O)C1=CC=C(C=C1)O (10-[(3RS,4RS)-3-ethyl-7-hydroxy-3-(4-hydroxyphenyl)thiochroman-4-yl]-2-(7,7,8,8,8-pentafluoro-octyl)decanoic acid), FC(CCCCCCC(C(=O)OCC)CCCCCCC=C)(C(F)(F)F)F (ethyl 2-(7,7,8,8,8-pentafluorooctyl)-9-decenoate). The product is C(C)C1(CSC2=CC(=CC=C2C1CCCCCCCCCC(C(=O)O)CCCCCCC(C(F)(F)F)(F)F)O)C1=CC=C(C=C1)O (11-[(3RS,4RS)-3-ethyl-7-hydroxy-3-(4-hydroxyphenyl)thiochroman-4-yl]-2-(7,7,8,8,8-pentafluorooctyl)undecanoic acid). As a reaction SMILES: [CH2:1]([C:3]1([C:39]2[CH:44]=[CH:43][C:42]([OH:45])=[CH:41][CH:40]=2)[CH:12]([CH2:13][CH2:14][CH2:15][CH2:16][CH2:17][CH2:18][CH2:19][CH2:20]C(CCCCCCC(F)(F)C(F)(F)F)C(O)=O)[C:11]2[C:6](=[CH:7][C:8]([OH:38])=[CH:9][CH:10]=2)[S:5][CH2:4]1)[CH3:2].[F:46][C:47]([F:72])([C:68]([F:71])([F:70])[F:69])[CH2:48][CH2:49][CH2:50][CH2:51][CH2:52][CH2:53][CH:54]([CH2:60]CCCCCC=C)[C:55]([O:57]CC)=[O:56]>>[CH2:1]([C:3]1([C:39]2[CH:40]=[CH:41][C:42]([OH:45])=[CH:43][CH:44]=2)[CH:12]([CH2:13][CH2:14][CH2:15][CH2:16][CH2:17][CH2:18][CH2:19][CH2:20][CH2:60][CH:54]([CH2:53][CH2:52][CH2:51][CH2:50][CH2:49][CH2:48][C:47]([F:46])([F:72])[C:68]([F:71])([F:70])[F:69])[C:55]([OH:57])=[O:56])[C:11]2[C:6](=[CH:7][C:8]([OH:38])=[CH:9][CH:10]=2)[S:5][CH2:4]1)[CH3:2]. Procedure details: Starting with the allyl compound prepared in Example 13 and the ethyl 2-(7,7,8,8,8-pentafluorooctyl)-9-decenoate prepared in Example 8, the same procedure as shown in Example 13 was repeated to give 11-[(3RS,4RS)-3-ethyl-7-hydroxy-3-(4-hydroxyphenyl)thiochroman-4-yl]-2-(7,7,8,8,8-pentafluorooctyl)undecanoic acid. Starting materials: COC(=O)C1=Cc2cc(Br)ccc2N(Cc2ccc(OC)cc2)CC1, CO, Cl, [Na+], C1CCOC1, [OH-], O. Yields the product COc1ccc(CN2CCC(C(=O)O)=Cc3cc(Br)ccc32)cc1. RXN SMILES: [Br:1][c:2]1[cH:3][cH:4][c:5]2[c:6]([cH:25]1)[CH:7]=[C:8]([C:21](=[O:22])[O:23][CH3:24])[CH2:9][CH2:10][N:11]2[CH2:12][c:13]1[cH:14][cH:15][c:16]([O:19][CH3:20])[cH:17][cH:18]1.[CH3:35][OH:36].[ClH:29].[Na+:27].[O:30]1[CH2:31][CH2:32][CH2:33][CH2:34]1.[OH-:26].[OH2:28]>>[Br:1][c:2]1[cH:3][cH:4][c:5]2[c:6]([cH:25]1)[CH:7]=[C:8]([C:21](=[O:22])[OH:23])[CH2:9][CH2:10][N:11]2[CH2:12][c:13]1[cH:14][cH:15][c:16]([O:19][CH3:20])[cH:17][cH:18]1.